Dataset: the Open Reaction Database (ORD), a public repository of structured organic reaction records. Task: describe an organic reaction: reactants, conditions, products, and yield Reactants: CCO, CC(C)NC(C)C, C1CCC(NCC2CC2)CC1, COCCNS(=O)(=O)c1ccc(NC(=O)c2cc(Cl)ncn2)c(C)c1. Yields the product COCCNS(=O)(=O)c1ccc(NC(=O)c2cc(N(CC3CC3)C3CCCCC3)ncn2)c(C)c1. As a reaction SMILES: [CH3:44][CH2:45][OH:46].[CH:26]([NH:27][CH:28]([CH3:29])[CH3:30])([CH3:31])[CH3:32].[CH:33]1([CH2:36][NH:37][CH:38]2[CH2:39][CH2:40][CH2:41][CH2:42][CH2:43]2)[CH2:34][CH2:35]1.[Cl:1][c:2]1[cH:3][c:4]([C:8](=[O:9])[NH:10][c:11]2[c:12]([CH3:25])[cH:13][c:14]([S:17]([NH:18][CH2:19][CH2:20][O:21][CH3:22])(=[O:23])=[O:24])[cH:15][cH:16]2)[n:5][cH:6][n:7]1>>[c:2]1([N:37]([CH2:36][CH:33]2[CH2:34][CH2:35]2)[CH:38]2[CH2:39][CH2:40][CH2:41][CH2:42][CH2:43]2)[cH:3][c:4]([C:8](=[O:9])[NH:10][c:11]2[c:12]([CH3:25])[cH:13][c:14]([S:17]([NH:18][CH2:19][CH2:20][O:21][CH3:22])(=[O:23])=[O:24])[cH:15][cH:16]2)[n:5][cH:6][n:7]1. Reactants: CN[C@@H]1C[C@H]2O[C@@](C)([C@@H]1OC)n1c3ccccc3c3c4c(c5c6ccccc6n2c5c31)C(=O)NC4 (staurosporine), O=Cc1cc2cnccc2[nH]1. The reagents and catalysts are CC(C)[O-].CC(C)[O-].CC(C)[O-].CC(C)[O-].[Ti+4] (Ti(OiPr)4), CC(=O)O (acetic acid), CC(=O)O[BH-](OC(C)=O)OC(C)=O.[Na+] (Sodium triacetoxyborohydride). The solvent is CN1CCCC1=O (NMP), CN1CCCC1=O (NMP), CN1CCCC1=O (NMP), CN1CCCC1=O (NMP), CN1CCCC1=O (NMP), CN1CCCC1=O (NMP), CN1CCCC1=O (NMP). Run at temperature 22 celsius, time 18 hour. The product is CO[C@@H]1[C@@H](C[C@H]2O[C@]1(C)n3c4ccccc4c5c6CNC(=O)c6c7c8ccccc8n2c7c35)N(C)Cc9cc%10cnccc%10[nH]9, CN[C@@H]1C[C@H]2O[C@@](C)([C@@H]1OC)n1c3ccccc3c3c4c(c5c6ccccc6n2c5c31)C(=O)NC4 (Staurosporine), O=Cc1cc2cnccc2[nH]1.